From a dataset of the Open Reaction Database (ORD), a public repository of structured organic reaction records. describe an organic reaction: reactants, conditions, products, and yield Reactants: BrC1=CC(=C(C=C1)C(=O)N1CCN(CC1)C1=NC=C(C=C1C)C)OC ((4-bromo-2-methoxyphenyl)[4-(3,5-dimethylpyridin-2-yl)piperazin-1-yl]methanone), S1(NCCCC1)(=O)=O ([1,2]thiazinane 1,1-dioxide). Product: CC=1C(=NC=C(C1)C)N1CCN(CC1)C(=O)C1=C(C=C(C=C1)N1S(CCCC1)(=O)=O)OC ([4-(3,5-dimethylpyridin-2-yl)piperazin-1-yl][4-(1,1-dioxo-1λ6-[1,2]thiazinan-2-yl)-2-methoxyphenyl]methanone). The yield is 74.2%. Reaction SMILES: Br[C:2]1[CH:7]=[CH:6][C:5]([C:8]([N:10]2[CH2:15][CH2:14][N:13]([C:16]3[C:21]([CH3:22])=[CH:20][C:19]([CH3:23])=[CH:18][N:17]=3)[CH2:12][CH2:11]2)=[O:9])=[C:4]([O:24][CH3:25])[CH:3]=1.[S:26]1(=[O:33])(=[O:32])[CH2:31][CH2:30][CH2:29][CH2:28][NH:27]1>>[CH3:22][C:21]1[C:16]([N:13]2[CH2:14][CH2:15][N:10]([C:8]([C:5]3[CH:6]=[CH:7][C:2]([N:27]4[CH2:28][CH2:29][CH2:30][CH2:31][S:26]4(=[O:33])=[O:32])=[CH:3][C:4]=3[O:24][CH3:25])=[O:9])[CH2:11][CH2:12]2)=[N:17][CH:18]=[C:19]([CH3:23])[CH:20]=1. Reported procedure: Using (4-bromo-2-methoxyphenyl)[4-(3,5-dimethylpyridin-2-yl)piperazin-1-yl]methanone (404 mg) described in Preparation Example 252 and [1,2]thiazinane 1,1-dioxide (176 mg) and by the reaction and treatment in the same manner as in Example 262, the title compound (340 mg) was obtained.